This data is from the Open Reaction Database (ORD), a public repository of structured organic reaction records. The task is: describe an organic reaction: reactants, conditions, products, and yield Starting materials: CCOC(=O)C1=[N+](C)CCc2ccccc21, COS(=O)(=O)[O-], CCOC(C)=O, Cl, NO, [Na+], [OH-], O. The product is CCOC(=O)C(=NO)c1ccccc1CCNC. RXN SMILES: [CH2:7]([CH3:8])[O:9][C:10](=[O:11])[C:12]1=[N+:13]([CH3:22])[CH2:14][CH2:15][c:16]2[cH:17][cH:18][cH:19][cH:20][c:21]21.[CH3:1][O:2][S:3]([O-:4])(=[O:5])=[O:6].[CH3:29][CH2:30][O:31][C:32](=[O:33])[CH3:34].[ClH:24].[NH2:25][OH:26].[Na+:28].[OH-:27].[OH2:23]>>[CH2:7]([CH3:8])[O:9][C:10](=[O:11])[C:12]([c:21]1[c:16]([CH2:15][CH2:14][NH:13][CH3:22])[cH:17][cH:18][cH:19][cH:20]1)=[N:25][OH:23]. The reactants are O=C1c2ccccc2C(=O)N1CBr, C1CCOC1, C[Si](C)(C)[N-][Si](C)(C)C, [Li+], COC(=O)Cc1ccsc1. Yields the product COC(=O)C(CN1C(=O)c2ccccc2C1=O)c1ccsc1. As a reaction SMILES: [Br:21][CH2:22][N:23]1[C:24](=[O:33])[c:25]2[c:26]([cH:29][cH:30][cH:31][cH:32]2)[C:27]1=[O:28].[CH2:34]1[O:35][CH2:36][CH2:37][CH2:38]1.[CH3:12][Si:13]([N-:14][Si:15]([CH3:16])([CH3:17])[CH3:18])([CH3:19])[CH3:20].[Li+:11].[s:1]1[cH:2][c:3]([CH2:6][C:7](=[O:8])[O:9][CH3:10])[cH:4][cH:5]1>>[s:1]1[cH:2][c:3]([CH:6]([C:7](=[O:8])[O:9][CH3:10])[CH2:22][N:23]2[C:24](=[O:33])[c:25]3[c:26]([cH:29][cH:30][cH:31][cH:32]3)[C:27]2=[O:28])[cH:4][cH:5]1. Reactants: N1=C(C=CC=C1)OCC1=CC=C(CC2=NOC(=C2)C=2C(=NC=CC2)N)C=C1 (3-(3-(4-(Pyridin-2-yloxymethyl)-benzyl)-isoxazol-5-yl)-pyridin-2-yl amine), P(O)(O)(O)=O (phosphoric acid). Run in CO (methanol), C(C)(=O)OCC (ethyl acetate). Yields the product P(=O)(O)(O)O.N1=C(C=CC=C1)OCC1=CC=C(CC2=NOC(=C2)C=2C(=NC=CC2)N)C=C1 (3-(3-(4-(Pyridin-2-yloxymethyl)-benzyl)-isoxazol-5-yl)-pyridin-2-yl amine phosphate). As a reaction SMILES: [N:1]1[CH:6]=[CH:5][CH:4]=[CH:3][C:2]=1[O:7][CH2:8][C:9]1[CH:27]=[CH:26][C:12]([CH2:13][C:14]2[CH:18]=[C:17]([C:19]3[C:20]([NH2:25])=[N:21][CH:22]=[CH:23][CH:24]=3)[O:16][N:15]=2)=[CH:11][CH:10]=1.[P:28](=[O:32])([OH:31])([OH:30])[OH:29]>CO.C(OCC)(=O)C>[P:28]([OH:32])([OH:31])([OH:30])=[O:29].[N:1]1[CH:6]=[CH:5][CH:4]=[CH:3][C:2]=1[O:7][CH2:8][C:9]1[CH:27]=[CH:26][C:12]([CH2:13][C:14]2[CH:18]=[C:17]([C:19]3[C:20]([NH2:25])=[N:21][CH:22]=[CH:23][CH:24]=3)[O:16][N:15]=2)=[CH:11][CH:10]=1 |f:4.5|. Procedure details: 3-(3-(4-(Pyridin-2-yloxymethyl)-benzyl)-isoxazol-5-yl)-pyridin-2-yl amine (65 mg) was dissolved in methanol (0.87 mL) and ethyl acetate (0.87 mL), and phosphoric acid (85%, 0.013 mL) was added thereto. The solvent was concentrated under a reduced pressure, to the residue was added ethanol (4.3 mL), and dissolved by heating. Then, after filtration, the solution was left at room temperature to be solidified. The solids were filtered to obtain the title compound (31 mg). Starting materials: ClC=1C=C(C=CC1)C1=CC(=C2C(=N1)CCC2)NC2=CC=C(OC(C(=O)OC)C)C=C2 (methyl 2-(4-((2-(3-chlorophenyl)-6,7-dihydro-5H-cyclopenta[b]pyridin-4-yl)amino)phenoxy)propanoate), CC(C)C[AlH]CC(C)C (DIBAL). Solvent: ClCCl (dichloromethane). Run at temperature 0 celsius, time 1 hour. Product: Cl.ClC=1C=C(C=CC1)C1=CC(=C2C(=N1)CCC2)NC2=CC=C(OC(CO)C)C=C2 (2-(4-((2-(3-Chlorophenyl)-6,7-dihydro-5H-cyclopenta[b]pyridin-4-yl)amino)phenoxy)propan-1-ol hydrochloride). Yield: 127.5%. Reaction SMILES: [Cl:1][C:2]1[CH:3]=[C:4]([C:8]2[N:13]=[C:12]3[CH2:14][CH2:15][CH2:16][C:11]3=[C:10]([NH:17][C:18]3[CH:30]=[CH:29][C:21]([O:22][CH:23]([CH3:28])[C:24](OC)=[O:25])=[CH:20][CH:19]=3)[CH:9]=2)[CH:5]=[CH:6][CH:7]=1.CC(C[AlH]CC(C)C)C>ClCCl>[ClH:1].[Cl:1][C:2]1[CH:3]=[C:4]([C:8]2[N:13]=[C:12]3[CH2:14][CH2:15][CH2:16][C:11]3=[C:10]([NH:17][C:18]3[CH:19]=[CH:20][C:21]([O:22][CH:23]([CH3:28])[CH2:24][OH:25])=[CH:29][CH:30]=3)[CH:9]=2)[CH:5]=[CH:6][CH:7]=1 |f:3.4|. Procedure: To a solution of methyl 2-(4-((2-(3-chlorophenyl)-6,7-dihydro-5H-cyclopenta[b]pyridin-4-yl)amino)phenoxy)propanoate (0.050 g, 0.12 mmol) in dichloromethane at 0° C. was added DIBAL (0.034 g, 0.24 mmol, 1.0 M in THF) over 15 min. Then, the mixture was stirred for 1 h at 0° C. and then warmed to rt for 15 min. After this time, the reaction was quenched with methanol, HCl (2 M) and water, and then extracted with ethyl acetate. The combined organic layer was dried over anhydrous sodium sulfate, filt... Starting materials: C(=O)(OC(C)(C)C)N[C@@H](CCCNC(=O)OCC1=CC=CC=C1)C(=O)O (Nα-Boc-Nδ-Cbz-ornithine), C(C)(C)N(CC)C(C)C (diisopropylethylamine), [BH4-].[Na+] (Sodium borohydride), 1-tetrahydrofuran water, ClC(=O)OCC (ethyl chloroformate), Cl (hydrochloric acid). Solvent: O1CCCC1 (tetrahydrofuran). Product: C(=O)(OC(C)(C)C)N[C@@H](CCCNC(=O)OCC1=CC=CC=C1)CO (Nα-Boc-Nδ-Cbz-ornithinol). Yield: 81.4%. RXN SMILES: [C:1]([NH:8][C@H:9]([C:24](O)=[O:25])[CH2:10][CH2:11][CH2:12][NH:13][C:14]([O:16][CH2:17][C:18]1[CH:23]=[CH:22][CH:21]=[CH:20][CH:19]=1)=[O:15])([O:3][C:4]([CH3:7])([CH3:6])[CH3:5])=[O:2].C(N(C(C)C)CC)(C)C.ClC(OCC)=O.[BH4-].[Na+].Cl>O1CCCC1>[C:1]([NH:8][C@H:9]([CH2:24][OH:25])[CH2:10][CH2:11][CH2:12][NH:13][C:14]([O:16][CH2:17][C:18]1[CH:23]=[CH:22][CH:21]=[CH:20][CH:19]=1)=[O:15])([O:3][C:4]([CH3:6])([CH3:7])[CH3:5])=[O:2] |f:3.4|. Procedure: A well, stirred cold solution (0° C.) of Nα-Boc-Nδ-Cbz-ornithine (5 g, 13.6 mmol), diisopropylethylamine (5.9 ml, 34 mmol), and tetrahydrofuran (60 ml) was treated with ethyl chloroformate (3.25 ml, 34 mmol) at 0° C. Sodium borohydride (2.58 g, 68 mmol) was added, followed by the slow addition of 1:1-tetrahydrofuran/water (10 ml) 30 minutes later. The reaction mixture was acidified with 6N hydrochloric acid and the solution was extracted with dichloromethane. The organic layer was dried over anh...